This data is from the Open Reaction Database (ORD), a public repository of structured organic reaction records. The task is: describe an organic reaction: reactants, conditions, products, and yield The reactants are CN1C=C(C2=CC=CC=C12)CNC1=C(C=CC=C1)N (((1-methylindole-3-yl)methyl)(2-aminophenyl)amine), C(=S)=S (carbon disulfide). Run in N1=CC=CC=C1 (pyridine). The product is CN1C=C(C2=CC=CC=C12)CN1C(=NC2=C1C=CC=C2)S (1-((1-methylindole-3-yl)methyl)benzimidazole-2-thiol). Yield: 38.7%. RXN SMILES: [CH3:1][N:2]1[C:10]2[C:5](=[CH:6][CH:7]=[CH:8][CH:9]=2)[C:4]([CH2:11][NH:12][C:13]2[CH:18]=[CH:17][CH:16]=[CH:15][C:14]=2[NH2:19])=[CH:3]1.[C:20](=S)=[S:21]>N1C=CC=CC=1>[CH3:1][N:2]1[C:10]2[C:5](=[CH:6][CH:7]=[CH:8][CH:9]=2)[C:4]([CH2:11][N:12]2[C:13]3[CH:18]=[CH:17][CH:16]=[CH:15][C:14]=3[N:19]=[C:20]2[SH:21])=[CH:3]1. Procedure: 212 mg (0.845 mmol) of ((1-methylindole-3-yl)methyl)(2-aminophenyl)amine were dissolved in 1 ml of pyridine followed by the addition of 1 ml (16.9 mmol) of carbon disulfide and refluxing for 1 hour in a nitrogen atmosphere. The solvent was distilled off followed by purification by silica gel column chromatography (hexane:ethyl acetate=2:1) to obtain 96 mg of 1-((1-methylindole-3-yl)methyl)benzimidazole-2-thiol (yield: 39%). Starting materials: C1CCOC1, C[Si](C)(C)[N-][Si](C)(C)C, COc1ncc(N)cc1C(C)C, COc1ccc(CN(Cc2ccc(OC)cc2)c2nc(C)nc(-c3cc(C(C)N4CCN(S(C)(=O)=O)CC4)cnc3F)n2)cc1, [Li+]. Yields the product COc1ccc(CN(Cc2ccc(OC)cc2)c2nc(C)nc(-c3cc(C(C)N4CCN(S(C)(=O)=O)CC4)cnc3Nc3cnc(OC)c(C(C)C)c3)n2)cc1. Reaction SMILES: [CH2:68]1[O:69][CH2:70][CH2:71][CH2:72]1.[CH3:58][Si:59]([N-:60][Si:61]([CH3:62])([CH3:63])[CH3:64])([CH3:65])[CH3:66].[CH:46]([CH3:47])([CH3:48])[c:49]1[cH:50][c:51]([NH2:57])[cH:52][n:53][c:54]1[O:55][CH3:56].[F:1][c:2]1[n:3][cH:4][c:5]([CH:34]([CH3:35])[N:36]2[CH2:37][CH2:38][N:39]([S:42](=[O:43])(=[O:44])[CH3:45])[CH2:40][CH2:41]2)[cH:6][c:7]1-[c:8]1[n:9][c:10]([N:15]([CH2:16][c:17]2[cH:18][cH:19][c:20]([O:23][CH3:24])[cH:21][cH:22]2)[CH2:25][c:26]2[cH:27][cH:28][c:29]([O:32][CH3:33])[cH:30][cH:31]2)[n:11][c:12]([CH3:14])[n:13]1.[Li+:67]>>[c:2]1([NH:57][c:51]2[cH:50][c:49]([CH:46]([CH3:47])[CH3:48])[c:54]([O:55][CH3:56])[n:53][cH:52]2)[n:3][cH:4][c:5]([CH:34]([CH3:35])[N:36]2[CH2:37][CH2:38][N:39]([S:42](=[O:43])(=[O:44])[CH3:45])[CH2:40][CH2:41]2)[cH:6][c:7]1-[c:8]1[n:9][c:10]([N:15]([CH2:16][c:17]2[cH:18][cH:19][c:20]([O:23][CH3:24])[cH:21][cH:22]2)[CH2:25][c:26]2[cH:27][cH:28][c:29]([O:32][CH3:33])[cH:30][cH:31]2)[n:11][c:12]([CH3:14])[n:13]1. Starting materials: O=C([O-])O, CCCOc1cc(=O)n(CCC)c(=O)n1Cc1ccc(-c2ccccc2-c2nnn[nH]2)cc1, CI, [Na+], CN(C)C=O. Product: CCCOc1cc(=O)n(CCC)c(=O)n1Cc1ccc(-c2ccccc2-c2nnnn2C)cc1. Reaction SMILES: [C:36](=[O:37])([OH:38])[O-:39].[CH2:1]([CH2:2][CH3:3])[n:4]1[c:5](=[O:33])[n:6]([CH2:15][c:16]2[cH:17][cH:18][c:19](-[c:22]3[c:23](-[c:28]4[n:29][n:30][n:31][nH:32]4)[cH:24][cH:25][cH:26][cH:27]3)[cH:20][cH:21]2)[c:7]([O:11][CH2:12][CH2:13][CH3:14])[cH:8][c:9]1=[O:10].[CH3:34][I:35].[Na+:40].[O:41]=[CH:42][N:43]([CH3:44])[CH3:45]>>[CH2:1]([CH2:2][CH3:3])[n:4]1[c:5](=[O:33])[n:6]([CH2:15][c:16]2[cH:17][cH:18][c:19](-[c:22]3[c:23](-[c:28]4[n:29]([CH3:36])[n:30][n:31][n:32]4)[cH:24][cH:25][cH:26][cH:27]3)[cH:20][cH:21]2)[c:7]([O:11][CH2:12][CH2:13][CH3:14])[cH:8][c:9]1=[O:10].